From a dataset of the Open Reaction Database (ORD), a public repository of structured organic reaction records. describe an organic reaction: reactants, conditions, products, and yield The reactants are CC1=C(N=C(O1)C1=CC=CC=C1)CCOC1=CC=C(CCl)C=C1 (4-[2-(5-methyl-2-phenyl-4-oxazolyl)ethoxy]benzyl chloride), [C-]#N.[K+] (potassium cyanide), CN(C=O)C (N,N-dimethylformamide). Solvent: O (water). Reaction conditions: temperature 60 celsius, time 2 hour. Product: CC1=C(N=C(O1)C1=CC=CC=C1)CCOC1=CC=C(CC#N)C=C1 (4-[2-(5-methyl-2-phenyl-4-oxazolyl)ethoxy]benzyl cyanide). Yield: 81.0%. Reaction SMILES: [CH3:1][C:2]1[O:6][C:5]([C:7]2[CH:12]=[CH:11][CH:10]=[CH:9][CH:8]=2)=[N:4][C:3]=1[CH2:13][CH2:14][O:15][C:16]1[CH:23]=[CH:22][C:19]([CH2:20]Cl)=[CH:18][CH:17]=1.[C-]#N.[K+].[CH3:27][N:28](C)C=O>O>[CH3:1][C:2]1[O:6][C:5]([C:7]2[CH:12]=[CH:11][CH:10]=[CH:9][CH:8]=2)=[N:4][C:3]=1[CH2:13][CH2:14][O:15][C:16]1[CH:23]=[CH:22][C:19]([CH2:20][C:27]#[N:28])=[CH:18][CH:17]=1 |f:1.2|. Procedure details: A mixture of 4-[2-(5-methyl-2-phenyl-4-oxazolyl)ethoxy]benzyl chloride (6.4 g), powdered potassium cyanide (4.0 g) and N,N-dimethylformamide (50 ml) was stirred for two hours at 60° C. The reaction mixture was poured into water, which was subjected to extraction with ethyl acetate. The ethyl acetate layer was washed with water and dried (MgSO4), then the solvent was distilled off to leave 4-[2-(5-methyl-2-phenyl-4-oxazolyl)ethoxy]benzyl cyanide (5.2 g, 81%). The product was recrystallized from e... Starting materials: C(#N)[BH3-].[Na+] (sodium cyanoborohydride), COC(C(C=O)(C)NC(=O)OC(C)(C)C)=O (2-tert-butoxycarbonylamino-2-methyl-3-oxo-propionic acid methyl ester), FC1=CC=C(N)C=C1 (4-fluoroaniline), C(C)(=O)O (acetic acid). Run in CO (methanol), CO (methanol). Run at time 3 hour. Product: COC(C(CNC1=CC=C(C=C1)F)(C)NC(=O)OC(C)(C)C)=O (2-tert-Butoxycarbonylamino-3-(4-fluoro-phenylamino)-2-methyl-propionic acid methyl ester). Isolated yield 53.2%. Reaction SMILES: [CH3:1][O:2][C:3](=[O:16])[C:4]([NH:8][C:9]([O:11][C:12]([CH3:15])([CH3:14])[CH3:13])=[O:10])([CH3:7])[CH:5]=O.[F:17][C:18]1[CH:24]=[CH:23][C:21]([NH2:22])=[CH:20][CH:19]=1.C(O)(=O)C.C([BH3-])#N.[Na+]>CO>[CH3:1][O:2][C:3](=[O:16])[C:4]([NH:8][C:9]([O:11][C:12]([CH3:15])([CH3:14])[CH3:13])=[O:10])([CH3:7])[CH2:5][NH:22][C:21]1[CH:23]=[CH:24][C:18]([F:17])=[CH:19][CH:20]=1 |f:3.4|. Procedure: To a solution of 2-tert-butoxycarbonylamino-2-methyl-3-oxo-propionic acid methyl ester (2.35 g, 6.71 mmol) in methanol (25 mL) was added 4-fluoroaniline (0.53 mL, 5.59 mmol) and acetic acid (0.16 mL, 2.80 mmol). A solution of sodium cyanoborohydride (188 mg, 2.99 mmol) in methanol (25 mL) was added dropwise and the reaction mixture stirred for 3 hours at room temperature post addition. The solvent was removed in vacuo and the residue dissolved in DCM (50 mL). The organic solution was treated wit... Reactants: COc1cc2c3c4c(c(-c5ccccc5)cc3n(C)c2cc1OCc1ccccc1)C(=O)NC4=O, CO, O=C[O-], [NH4+], C1CCOC1. Yields the product COc1cc2c3c4c(c(-c5ccccc5)cc3n(C)c2cc1O)C(=O)NC4=O. RXN SMILES: [CH2:1]([c:2]1[cH:3][cH:4][cH:5][cH:6][cH:7]1)[O:8][c:9]1[c:10]([O:34][CH3:35])[cH:11][c:12]2[c:13]3[c:14]4[c:15]([c:16](-[c:23]5[cH:24][cH:25][cH:26][cH:27][cH:28]5)[cH:17][c:18]3[n:19]([CH3:22])[c:20]2[cH:21]1)[C:29](=[O:33])[NH:30][C:31]4=[O:32].[CH3:45][OH:46].[CH:41]([O-:42])=[O:43].[NH4+:44].[O:36]1[CH2:37][CH2:38][CH2:39][CH2:40]1>>[OH:8][c:9]1[c:10]([O:34][CH3:35])[cH:11][c:12]2[c:13]3[c:14]4[c:15]([c:16](-[c:23]5[cH:24][cH:25][cH:26][cH:27][cH:28]5)[cH:17][c:18]3[n:19]([CH3:22])[c:20]2[cH:21]1)[C:29](=[O:33])[NH:30][C:31]4=[O:32]. The yield is 85.5%. Solvent: ClCCl (dichloromethane), ClCCl (dichloromethane). Run at time 2 hour. The reactants are BrC=1C(=NC(=CC1)F)CNCC1=CC=C(C=C1)OC ((3-bromo-6-fluoro-pyridin-2-ylmethyl)-(4-methoxy-benzyl)-amine), C(C)(C)N(C(C)C)CC (N,N-diisopropylethylamine), C1(=CC=CC=C1)N=C=O (phenyl isocyanate). RXN SMILES: [Br:1][C:2]1[C:3]([CH2:9][NH:10][CH2:11][C:12]2[CH:17]=[CH:16][C:15]([O:18][CH3:19])=[CH:14][CH:13]=2)=[N:4][C:5]([F:8])=[CH:6][CH:7]=1.C(N(CC)C(C)C)(C)C.[C:29]1([N:35]=[C:36]=[O:37])[CH:34]=[CH:33][CH:32]=[CH:31][CH:30]=1>ClCCl>[Br:1][C:2]1[C:3]([CH2:9][N:10]([CH2:11][C:12]2[CH:17]=[CH:16][C:15]([O:18][CH3:19])=[CH:14][CH:13]=2)[C:36]([NH:35][C:29]2[CH:34]=[CH:33][CH:32]=[CH:31][CH:30]=2)=[O:37])=[N:4][C:5]([F:8])=[CH:6][CH:7]=1. Procedure details: To a solution of (3-bromo-6-fluoro-pyridin-2-ylmethyl)-(4-methoxy-benzyl)-amine (637 mg, 2.0 mmol, 1.0 equiv) and N,N-diisopropylethylamine (700 μL, 4.0 mmol, 2.0 equiv) in dichloromethane (10 mL) was added phenyl isocyanate (260 μL, 2.4 mmol, 1.2 equiv) and the reaction mixture was stirred at ambient temperature for 2 h. The reaction mixture was diluted with dichloromethane, washed with H2O, dried (MgSO4), filtered and concentrated under reduced pressure. The crude product was purified by colum... Yields the product BrC=1C(=NC(=CC1)F)CN(C(=O)NC1=CC=CC=C1)CC1=CC=C(C=C1)OC (1-(3-bromo-6-fluoro-pyridin-2-ylmethyl)-1-(4-methoxy-benzyl)-3-phenyl-urea).